This data is from the Open Reaction Database (ORD), a public repository of structured organic reaction records. The task is: describe an organic reaction: reactants, conditions, products, and yield The reactants are CN(C)CC=CC(=O)Cl, CN1CCCC1=O, Nc1cccc(Nc2cc(Nc3ccccc3)ncn2)n1. Yields the product CN(C)CC=CC(=O)Nc1cccc(Nc2cc(Nc3ccccc3)ncn2)n1. Reaction SMILES: [CH3:22][N:23]([CH3:24])[CH2:25][CH:26]=[CH:27][C:28](=[O:29])[Cl:30].[CH3:31][N:32]1[CH2:33][CH2:34][CH2:35][C:36]1=[O:37].[NH2:1][c:2]1[cH:3][cH:4][cH:5][c:6]([NH:8][c:9]2[n:10][cH:11][n:12][c:13]([NH:15][c:16]3[cH:17][cH:18][cH:19][cH:20][cH:21]3)[cH:14]2)[n:7]1>>[NH:1]([c:2]1[cH:3][cH:4][cH:5][c:6]([NH:8][c:9]2[n:10][cH:11][n:12][c:13]([NH:15][c:16]3[cH:17][cH:18][cH:19][cH:20][cH:21]3)[cH:14]2)[n:7]1)[C:28]([CH:27]=[CH:26][CH2:25][N:23]([CH3:22])[CH3:24])=[O:29]. Starting materials: C1CCOC1, OC1CCCC1, c1ccc(P(c2ccccc2)c2ccccc2)cc1, O=C(N1CCC(c2cccnc2)C1)C1(c2ccc(O)cc2)CC1. The product is O=C(N1CCC(c2cccnc2)C1)C1(c2ccc(OC3CCCC3)cc2)CC1. Reaction SMILES: [O:49]1[CH2:50][CH2:51][CH2:52][CH2:53]1.[OH:24][CH:25]1[CH2:26][CH2:27][CH2:28][CH2:29]1.[c:30]1([P:31]([c:32]2[cH:33][cH:34][cH:35][cH:36][cH:37]2)[c:38]2[cH:39][cH:40][cH:41][cH:42][cH:43]2)[cH:44][cH:45][cH:46][cH:47][cH:48]1.[n:1]1[cH:2][c:3]([CH:7]2[CH2:8][N:9]([C:12](=[O:13])[C:14]3([c:17]4[cH:18][cH:19][c:20]([OH:23])[cH:21][cH:22]4)[CH2:15][CH2:16]3)[CH2:10][CH2:11]2)[cH:4][cH:5][cH:6]1>>[n:1]1[cH:2][c:3]([CH:7]2[CH2:8][N:9]([C:12](=[O:13])[C:14]3([c:17]4[cH:18][cH:19][c:20]([O:23][CH:25]5[CH2:26][CH2:27][CH2:28][CH2:29]5)[cH:21][cH:22]4)[CH2:15][CH2:16]3)[CH2:10][CH2:11]2)[cH:4][cH:5][cH:6]1. Yields the product O=C1CCCCC1C(=O)c1ccccc1. Reactants: COC(=O)c1ccccc1, COCC(C)O, [Na+], O=C1CCCCC1, [OH-], O=S(=O)(O)O. RXN SMILES: [C:9]([c:10]1[cH:11][cH:12][cH:13][cH:14][cH:15]1)(=[O:16])[O:17][CH3:18].[CH3:1][O:2][CH2:3][CH:4]([OH:5])[CH3:6].[Na+:8].[O:19]=[C:20]1[CH2:21][CH2:22][CH2:23][CH2:24][CH2:25]1.[OH-:7].[S:26](=[O:27])(=[O:28])([OH:29])[OH:30]>>[C:9]([c:10]1[cH:11][cH:12][cH:13][cH:14][cH:15]1)(=[O:16])[CH:21]1[C:20](=[O:19])[CH2:25][CH2:24][CH2:23][CH2:22]1. Reactants: NC1=C2C(=C3C(=N1)N(C(=C3)C(=O)N(C3CC3)C3CC3)CC)N(C=N2)C (4-amino-N,N-dicyclopropyl-6-ethyl-1-methyl-1,6-dihydroimidazo[4,5-d]pyrrolo[2,3-b]pyridine-7-carboxamide), BrCBr (dibromomethane), [N+](=O)(OCCC(C)C)[O-] (Isoamyl nitrate). Solvent: C(C)(=O)OCC (ethyl acetate). Reaction conditions: temperature 60 celsius. The product is BrC1=C2C(=C3C(=N1)N(C(=C3)C(=O)N(C3CC3)C3CC3)CC)N(C=N2)C (4-Bromo-N,N-dicyclopropyl-6-ethyl-1-methyl-1,6-dihydroimidazo[4,5-d]pyrrolo[2,3-b]pyridine-7-carboxamide). Isolated yield 98.0%. RXN SMILES: N[C:2]1[N:7]=[C:6]2[N:8]([CH2:20][CH3:21])[C:9]([C:11]([N:13]([CH:17]3[CH2:19][CH2:18]3)[CH:14]3[CH2:16][CH2:15]3)=[O:12])=[CH:10][C:5]2=[C:4]2[N:22]([CH3:25])[CH:23]=[N:24][C:3]=12.[Br:26]CBr.[N+]([O-])(OCCC(C)C)=O>C(OCC)(=O)C>[Br:26][C:2]1[N:7]=[C:6]2[N:8]([CH2:20][CH3:21])[C:9]([C:11]([N:13]([CH:17]3[CH2:19][CH2:18]3)[CH:14]3[CH2:16][CH2:15]3)=[O:12])=[CH:10][C:5]2=[C:4]2[N:22]([CH3:25])[CH:23]=[N:24][C:3]=12. Procedure: A round bottom flask charged with 4-amino-N,N-dicyclopropyl-6-ethyl-1-methyl-1,6-dihydroimidazo[4,5-d]pyrrolo[2,3-b]pyridine-7-carboxamide (134.4 mg, 0.397 mmol) under an atmosphere of nitrogen was treated with dibromomethane (397 μL). Isoamyl nitrate (107 μL, 0.794 mmol) was added and the reaction mixture was heated at 60° C. 3.5 h and cooled to rt. The reaction mixture was diluted with ethyl acetate and washed with saturated aqueous sodium bicarbonate. The organics were dired over anhydrous so... The reactants are CC(C)Cn1c(CNC(=O)OC(C)(C)C)c(-c2ccc(Cl)cc2)c2cc(C(=O)O)ccc2c1=O, CCN=C=NCCCN(C)C, CN(C)C=O, Cl, [NH4+], O, On1nnc2ccccc21. The product is CC(C)Cn1c(CNC(=O)OC(C)(C)C)c(-c2ccc(Cl)cc2)c2cc(C(N)=O)ccc2c1=O. Reaction SMILES: [C:1]([CH3:2])([CH3:3])([CH3:4])[O:5][C:6](=[O:7])[NH:8][CH2:9][c:10]1[n:11]([CH2:31][CH:32]([CH3:33])[CH3:34])[c:12](=[O:30])[c:13]2[cH:14][cH:15][c:16]([C:27](=[O:28])[OH:29])[cH:17][c:18]2[c:19]1-[c:20]1[cH:21][cH:22][c:23]([Cl:26])[cH:24][cH:25]1.[CH2:36]([N:38]=[C:37]=[N:39][CH2:40][CH2:41][CH2:42][N:43]([CH3:44])[CH3:45])[CH3:46].[CH3:59][N:60]([CH3:61])[CH:62]=[O:63].[ClH:35].[NH4+:47].[OH2:58].[OH:48][n:49]1[c:50]2[cH:51][cH:52][cH:53][cH:54][c:55]2[n:56][n:57]1>>[C:1]([CH3:2])([CH3:3])([CH3:4])[O:5][C:6](=[O:7])[NH:8][CH2:9][c:10]1[n:11]([CH2:31][CH:32]([CH3:33])[CH3:34])[c:12](=[O:30])[c:13]2[cH:14][cH:15][c:16]([C:27](=[O:28])[NH2:38])[cH:17][c:18]2[c:19]1-[c:20]1[cH:21][cH:22][c:23]([Cl:26])[cH:24][cH:25]1. Starting materials: ClC=1C2=C(N=C(N1)C)NC=C2 (4-chloro-2-methyl-7H-pyrrolo[2,3-d]pyrimidine), CC1=COC=2N=CN=C(C21)N (5-methylfuro[2,3-d]pyrimidin-4-amine), Cl (HCl), C(C)(C)O (i-propanol). Conditions: time 6 hour. The product is COC1=CC=C(C=C1)N(C=1C2=C(N=C(N1)C)NC=C2)C (N-(4-methoxyphenyl)-N,2-dimethyl-7H-pyrrolo[2,3-d]pyrimidin-4-amine). Isolated yield 80.0%. Reaction SMILES: Cl[C:2]1[C:3]2[CH:11]=[CH:10][NH:9][C:4]=2[N:5]=[C:6]([CH3:8])[N:7]=1.C[C:13]1[C:21]2[C:20](N)=[N:19][CH:18]=N[C:16]=2[O:15][CH:14]=1.Cl.[CH:24](O)(C)[CH3:25]>>[CH3:16][O:15][C:14]1[CH:13]=[CH:21][C:20]([N:19]([CH3:18])[C:2]2[C:3]3[CH:11]=[CH:10][NH:9][C:4]=3[N:5]=[C:6]([CH3:8])[N:7]=2)=[CH:25][CH:24]=1. Reported procedure: Compound 4 (0.005 mol, 0.835 g) was added to a solution of 4-methoxy-N-methylaniline (5, 0.006 mol, 0.822 g) in i-propanol (10 ml) with drops of conc. HCl. The resulting solution was transferred to a microwave vial (20 ml) and irradiated at 110° C. After 6 h, the reaction was completed and AAG20 was obtained after the chromatographic purification as a white solid (1.01 g) with 80% yield. TLC Rf=0.85 (CH3OH:CHCl3=1:5). 1H NMR (DMSO-d6): δ 2.65 (s, 3H, 2-CH3), 3.62 (s, 3H, N—CH3), 3.84 (s, 3H, OCH... Reactants: ClC=1N=NC(=CC1C(=O)O)Cl (3,6-dichloro-4-carboxy-pyridazine), O.NN (hydrazine hydrate). The solvent is C(C)O (ethanol). Conditions: temperature 5 celsius, time 1 hour. The product is N(N)C=1N=NC(=CC1C(=O)O)Cl (3-hydrazino-4-carboxy-6-chloro-pyridazine). The yield is 93.4%. RXN SMILES: Cl[C:2]1[N:3]=[N:4][C:5]([Cl:11])=[CH:6][C:7]=1[C:8]([OH:10])=[O:9].O.[NH2:13][NH2:14]>C(O)C>[NH:13]([C:2]1[N:3]=[N:4][C:5]([Cl:11])=[CH:6][C:7]=1[C:8]([OH:10])=[O:9])[NH2:14] |f:1.2|. Procedure: A mixture of 3,6-dichloro-4-carboxy-pyridazine (20 g; 0.103 mole) and 22 ml of 98% hydrazine hydrate in 200 ml of 50% ethanol was refluxed, under stirring, for one hour. After cooling at 5° C., the solid precipitate was collected, washed with 20 ml of anhydrous ethanol. The solid was suspended in 100 ml of water, the mixture was brought to pH 1-2 with 23% HCl, after cooling at 5° C. the solid was filtered, dried under vacuum at 80° C. to give 18.29 g (93.4%) of the title compound, m.p. 198°-201°...